Dataset: the Open Reaction Database (ORD), a public repository of structured organic reaction records. Task: describe an organic reaction: reactants, conditions, products, and yield Reactants: C1COCCOCCOCCOCCO1 (15-crown-5), CN1C(=NC(=C1)S(=O)(=O)Cl)C ((1,2-dimethyl-1H-imidazol-4-yl)sulfonyl chloride), CC=1C(=CNC1C1=CC=CC=C1)C=O (4-methyl-5-phenyl-1H-pyrrole-3-carbaldehyde), [H-].[Na+] (sodium hydride). The product is CN1C(=NC(=C1)S(=O)(=O)N1C=C(C(=C1C1=CC=CC=C1)C)C=O)C (1-[(1,2-Dimethyl-1H-imidazol-4-yl)sulfonyl]-4-methyl-5-phenyl-1H-pyrrole-3-carbaldehyde), solid. The yield is 86.0%. Reaction SMILES: [CH3:1][C:2]1[C:3]([CH:13]=[O:14])=[CH:4][NH:5][C:6]=1[C:7]1[CH:12]=[CH:11][CH:10]=[CH:9][CH:8]=1.[H-].[Na+].C1OCCOCCOCCOCCOC1.[CH3:32][N:33]1[CH:37]=[C:36]([S:38](Cl)(=[O:40])=[O:39])[N:35]=[C:34]1[CH3:42]>>[CH3:32][N:33]1[CH:37]=[C:36]([S:38]([N:5]2[C:6]([C:7]3[CH:12]=[CH:11][CH:10]=[CH:9][CH:8]=3)=[C:2]([CH3:1])[C:3]([CH:13]=[O:14])=[CH:4]2)(=[O:40])=[O:39])[N:35]=[C:34]1[CH3:42] |f:1.2|. Procedure details: By a reaction under similar conditions as in Reference Example 256 and using 4-methyl-5-phenyl-1H-pyrrole-3-carbaldehyde (185 mg), sodium hydride (60% in oil, 60 mg), 15-crown-5 0.30 mL) and (1,2-dimethyl-1H-imidazol-4-yl)sulfonyl chloride (253 mg), the title compound was obtained as a colorless solid (yield 294 mg, 86%).